From a dataset of the Open Reaction Database (ORD), a public repository of structured organic reaction records. describe an organic reaction: reactants, conditions, products, and yield Reactants: [N+](=O)([O-])C=1C=C2NC(C(NC2=CC1Br)=O)=O (6-nitro-7-bromo-1,4-dihydro-2,3-quinoxalinedione), O.O.Cl[Sn]Cl (SnCl2.2H2O). Run in C(C)O (ethanol), CS(=O)C (DMSO). Reaction conditions: temperature 90 celsius, time 1 hour. Yields the product NC=1C=C2NC(C(NC2=CC1Br)=O)=O (6-Amino-7-bromo-1,4-dihydro-2,3-quinoxalinedione). Isolated yield 65.1%. RXN SMILES: [N+:1]([C:4]1[CH:5]=[C:6]2[C:11](=[CH:12][C:13]=1[Br:14])[NH:10][C:9](=[O:15])[C:8](=[O:16])[NH:7]2)([O-])=O.O.O.Cl[Sn]Cl>C(O)C.CS(C)=O>[NH2:1][C:4]1[CH:5]=[C:6]2[C:11](=[CH:12][C:13]=1[Br:14])[NH:10][C:9](=[O:15])[C:8](=[O:16])[NH:7]2 |f:1.2.3|. Reported procedure: To a stirred mixture of 6-nitro-7-bromo-1,4-dihydro-2,3-quinoxalinedione (87 mg, 0.30 mMol) in ethanol (3 mL) and DMSO (0.5 mL) was added SnCl2.2H2O (343 mg, 1.50 mMol) in one portion. The mixture was refluxed at 80° C. (oil bath 90° C.) with stirring for 1 h to form a clear solution which was refluxed for another 1 h. It was then cooled to room temperature and the yellow precipitate was collected by filtration, followed by washing with cold ethanol (2×1 mL) to give 50 mg (67%) of crude title co... The reactants are CCn1nc(C)cc1C(=O)O, C1CCOC1, [Cl-], Nc1cccc(C(=O)c2ccc3c(c2)NC(=O)C3)c1, O=S(Cl)Cl. Product: CCn1nc(C)cc1C(=O)Nc1cccc(C(=O)c2ccc3c(c2)NC(=O)C3)c1. As a reaction SMILES: [CH2:1]([CH3:2])[n:3]1[n:4][c:5]([CH3:11])[cH:6][c:7]1[C:8](=[O:9])[OH:10].[CH2:36]1[O:37][CH2:38][CH2:39][CH2:40]1.[Cl-:35].[NH2:16][c:17]1[cH:18][c:19]([C:20](=[O:21])[c:22]2[cH:23][cH:24][c:25]3[c:29]([cH:30]2)[NH:28][C:27](=[O:31])[CH2:26]3)[cH:32][cH:33][cH:34]1.[S:12]([Cl:13])([Cl:14])=[O:15]>>[CH2:1]([CH3:2])[n:3]1[n:4][c:5]([CH3:11])[cH:6][c:7]1[C:8](=[O:10])[NH:16][c:17]1[cH:18][c:19]([C:20](=[O:21])[c:22]2[cH:23][cH:24][c:25]3[c:29]([cH:30]2)[NH:28][C:27](=[O:31])[CH2:26]3)[cH:32][cH:33][cH:34]1. The reactants are P(=O)([O-])([O-])O.[Ca+2].P(O)(O)(O)=O (monocalcium phosphate phosphoric acid), S(O)(O)(=O)=O (sulfuric acid), S(O)(O)(=O)=O (sulfuric acid), OP(=O)(O)O (H3PO4). Yields the product P(O)(O)(O)=O (phosphoric acid), O.S(=O)(=O)([O-])[O-].[Ca+2] (calcium sulfate hydrate). Reaction SMILES: [P:1]([OH:5])([O-:4])([O-:3])=[O:2].[Ca+2:6].P(=O)(O)(O)[OH:8].[S:12](=[O:16])(=[O:15])([OH:14])[OH:13].OP(O)(O)=O>>[P:1](=[O:2])([OH:5])([OH:4])[OH:3].[OH2:8].[S:12]([O-:16])([O-:15])(=[O:14])=[O:13].[Ca+2:6] |f:0.1.2,6.7.8|. Reported procedure: In the meantime, the other portion of the clarified monocalcium phosphate/phosphoric acid solution from intermediate storage 19 is passed by line 30 to crystallizer 31 and reacted with at least a stoichiometric amount of sulfuric acid from line 32. The sulfuric acid reacts with the MCP/H3PO4 solution to produce phosphoric acid and calcium sulfate hydrate and this slurry is passed by line 33 to thickener 34 wherein concentration of the slurry is achieved and the underflow slurry is then passed by... Starting materials: polymethylhydrosiloxane, O1CCOC12CCC(CC2)C2=C(C=C(C=N2)N=C(C2=CC=CC=C2)C2=CC=CC=C2)C (6-(1,4-dioxaspiro[4.5]decan-8-yl)-N-(diphenylmethylene)-5-methylpyridin-3-amine), [F-].[K+] (potassium fluoride), polymethylhydrosiloxane. Reagents/catalysts: C(C)(=O)[O-].[Pd+2].C(C)(=O)[O-] (palladium acetate). Run in O (water), O1CCCC1 (tetrahydrofuran), O (water). Yields the product O1CCOC12CCC(CC2)C2=C(C=C(C=N2)N)C (6-(1,4-Dioxaspiro[4.5]decan-8-yl)-5-methylpyridin-3-amine). Isolated yield 74.1%. As a reaction SMILES: [O:1]1[C:5]2([CH2:10][CH2:9][CH:8]([C:11]3[N:16]=[CH:15][C:14]([N:17]=C(C4C=CC=CC=4)C4C=CC=CC=4)=[CH:13][C:12]=3[CH3:31])[CH2:7][CH2:6]2)[O:4][CH2:3][CH2:2]1.[F-].[K+]>O1CCCC1.O.C([O-])(=O)C.[Pd+2].C([O-])(=O)C>[O:1]1[C:5]2([CH2:10][CH2:9][CH:8]([C:11]3[N:16]=[CH:15][C:14]([NH2:17])=[CH:13][C:12]=3[CH3:31])[CH2:7][CH2:6]2)[O:4][CH2:3][CH2:2]1 |f:1.2,5.6.7|. Procedure details: To a solution of 6-(1,4-dioxaspiro[4.5]decan-8-yl)-N-(diphenylmethylene)-5-methylpyridin-3-amine (2.87 g), palladium acetate (314 mg) and potassium fluoride (1.63 g) in tetrahydrofuran (35 ml) and water (16 ml) was slowly added dropwise polymethylhydrosiloxane (PMHS) (1.67 ml) at room temperature with stirring, and then stirred at room temperature for 5 hours. During that time, polymethylhydrosiloxane (PMHS) (1.67 ml) was added twice. After completion of the reaction, water was added thereto, th... Starting materials: COC=1C=C(C=CC1N1C=NC(=C1)C)N (3-methoxy-4-(4-methyl-imidazol-1-yl)-phenylamine), ClC1=NC(=CC(=N1)N1CCOCC1)C (4-(2-chloro-6-methyl-pyrimidin-4-yl)-morpholine), ( 100 ). Yields the product COC=1C=C(C=CC1N1C=NC(=C1)C)NC1=NC(=CC(=N1)C)N1CCOCC1 ([3-Methoxy-4-(4-methyl-imidazol-1-yl)-phenyl]-(4-methyl-6-morpholin-4-yl-pyrimidin-2-yl)-amine). Isolated yield 87.0%. Reaction SMILES: [CH3:1][O:2][C:3]1[CH:4]=[C:5]([NH2:15])[CH:6]=[CH:7][C:8]=1[N:9]1[CH:13]=[C:12]([CH3:14])[N:11]=[CH:10]1.Cl[C:17]1[N:22]=[C:21]([N:23]2[CH2:28][CH2:27][O:26][CH2:25][CH2:24]2)[CH:20]=[C:19]([CH3:29])[N:18]=1>>[CH3:1][O:2][C:3]1[CH:4]=[C:5]([NH:15][C:17]2[N:18]=[C:19]([CH3:29])[CH:20]=[C:21]([N:23]3[CH2:24][CH2:25][O:26][CH2:27][CH2:28]3)[N:22]=2)[CH:6]=[CH:7][C:8]=1[N:9]1[CH:13]=[C:12]([CH3:14])[N:11]=[CH:10]1. Procedure: The title compound was prepared from 3-methoxy-4-(4-methyl-imidazol-1-yl)-phenylamine (61 mg, 0.30 mmol) and 4-(2-chloro-6-methyl-pyrimidin-4-yl)-morpholine (71 mg, 0.33 mmol) in analogous manner as described in example 90. The crude product was purified by stirring with diethyl ether. It was obtained in 87% yield as a light brown solid. MS ISP (m/e): 381.3 (100) [(M+H)+]. 1H NMR (DMSO-D6, 300 MHz): δ (ppm)=9.27 (s, 1H), 7.90 (s, 1H), 7.63 (s, 1H), 7.23 (d, 1H), 7.16 (d, 1H), 7.01 (s, 1H), 6.21 ... Starting materials: C(C)OC(CCC(=O)N1C(OCC1CC1=CC=CC=C1)=O)=O (4-(4-Benzyl-2-oxo-oxazolidin-3-yl)-4-oxo-butyric acid ethyl ester), BrCC(=O)OC(C)(C)C (tert-butyl bromoacetate). Run in C1CCOC1 (THF), C1CCOC1 (THF), C1CCOC1 (THF). Conditions: time 20 minute. The product is C(C)OC(C(CCC(=O)OC(C)(C)C)C(=O)N1C(OCC1CC1=CC=CC=C1)=O)=O (4-(4-Benzyl-2-oxo-oxazolidine-3-carbonyl)-pentanedioic acid tert-butyl ester ethyl ester). Reaction SMILES: C(O[C:4](=O)[CH2:5][CH2:6][C:7]([N:9]1[CH:13]([CH2:14][C:15]2[CH:20]=[CH:19][CH:18]=[CH:17][CH:16]=2)[CH2:12][O:11][C:10]1=[O:21])=[O:8])C.BrC[C:25]([O:27][C:28]([CH3:31])([CH3:30])[CH3:29])=[O:26]>C1COCC1>[CH2:12]([O:11][C:10](=[O:21])[CH:6]([C:7]([N:9]1[CH:13]([CH2:14][C:15]2[CH:16]=[CH:17][CH:18]=[CH:19][CH:20]=2)[CH2:12][O:11][C:10]1=[O:21])=[O:8])[CH2:5][CH2:4][C:25]([O:27][C:28]([CH3:31])([CH3:30])[CH3:29])=[O:26])[CH3:13]. Procedure: A solution of the compound of example 67 (5.0 g, 16.38 mmol) in anhydrous THF (160 mL) was cooled to −78° C. A solution of NaHDMS in THF (1M, 16.4 mL, 16.4 mmol) was injected over 10 minutes. The reaction mixture was stirred for an additional 20 minutes, after which time, a solution of tert-butyl bromoacetate in anhydrous THF (10 mL) was slowly injected. After stirring for 1 h at −78° C. and 3 h at −48° C., the reaction was quenched by the addition of a saturated ammonium chloride solution. The ... The reactants are ClC1=CC=C(C=C1)C1=NC=2C(=NC=CC2)N1CCC(=O)O (2-(4-chlorophenyl)-3H-imidazo[4,5-b]pyridine-3-propanoic acid), C(=O)(N1C=NC=C1)N1C=NC=C1 (1,1'-carbonyldiimidazole), CN(CCN)C (N,N-dimethylethylenediamine). Run in O1CCCC1 (tetrahydrofuran), O1CCCC1 (tetrahydrofuran). Conditions: time 2 hour. Product: ClC1=CC=C(C=C1)C1=NC=2C(=NC=CC2)N1CCC(=O)NCCN(C)C (2-(4-Chlorophenyl)-N-[2-(dimethylamino)ethyl]-3H-imidazo[4,5-b]pyridine-3-propanamide). The yield is 79.4%. As a reaction SMILES: [Cl:1][C:2]1[CH:7]=[CH:6][C:5]([C:8]2[N:16]([CH2:17][CH2:18][C:19](O)=[O:20])[C:11]3=[N:12][CH:13]=[CH:14][CH:15]=[C:10]3[N:9]=2)=[CH:4][CH:3]=1.[C:22](N1C=CN=C1)([N:24]1[CH:28]=[CH:27][N:26]=[CH:25]1)=O.CN(C)CCN>O1CCCC1>[Cl:1][C:2]1[CH:7]=[CH:6][C:5]([C:8]2[N:16]([CH2:17][CH2:18][C:19]([NH:26][CH2:27][CH2:28][N:24]([CH3:25])[CH3:22])=[O:20])[C:11]3=[N:12][CH:13]=[CH:14][CH:15]=[C:10]3[N:9]=2)=[CH:4][CH:3]=1. Reported procedure: A suspension of 2-(4-chlorophenyl)-3H-imidazo[4,5-b]pyridine-3-propanoic acid (5.0 g, 0.0166 mole), 1,1'-carbonyldiimidazole (3.21 g, 0.0198 mole) and dry tetrahydrofuran (100 ml) was stirred at room temperature for 2 hours with nitrogen bubbling through it. The reaction mixture was then heated at 55° C. for 2 hours under nitrogen and cooled to room temperature. A solution of N,N-dimethylethylenediamine (4.41 g, 0.050 mole) in tetrahydrofuran (5.5 ml) was added and the reaction mixture was stirr... Starting materials: C(C#C)(=O)OCC (Ethyl propiolate), C(C)(=O)NC1=CC(=C(C=O)C=C1)[N+](=O)[O-] (4-acetylamino-2-nitrobenzaldehyde), C(C)(C)NC(C)C (diisopropylamine), C(CCC)[Li] (butyllithium), C(C)(=O)O (acetic acid). Solvent: O1CCCC1 (tetrahydrofuran), O1CCCC1 (tetrahydrofuran), O1CCCC1 (tetrahydrofuran). Run at time 30 minute. The product is OC(C#CC(=O)OCC)C1=C(C=C(C=C1)NC(C)=O)[N+](=O)[O-] (ethyl 4-hydroxy-4-(4-acetylamino-2-nitrophenyl)-2-butynoate). Yield: 109.5%. RXN SMILES: C(NC(C)C)(C)C.C([Li])CCC.[C:13]([O:17][CH2:18][CH3:19])(=[O:16])[C:14]#[CH:15].[C:20]([NH:23][C:24]1[CH:31]=[CH:30][C:27]([CH:28]=[O:29])=[C:26]([N+:32]([O-:34])=[O:33])[CH:25]=1)(=[O:22])[CH3:21].C(O)(=O)C>O1CCCC1>[OH:29][CH:28]([C:27]1[CH:30]=[CH:31][C:24]([NH:23][C:20](=[O:22])[CH3:21])=[CH:25][C:26]=1[N+:32]([O-:34])=[O:33])[C:15]#[C:14][C:13]([O:17][CH2:18][CH3:19])=[O:16]. Reported procedure: To a solution of diisopropylamine (1.1 ml, 7.70 mmol) in tetrahydrofuran (12 ml) was added, at -78° C. under an argon atmosphere, 1.5 N butyllithium (4.8 ml, 7.22 mmol). The mixture was stirred for 30 min. Ethyl propiolate (0.9 ml, 8.66 mmol) and a solution of 4-acetylamino-2-nitrobenzaldehyde (1.0 g, 4.81 mmol) in tetrahydrofuran (6 ml) were added in that order, and the mixture was further stirred at -78° C. for one hr. A solution of acetic acid (0.9 ml, 14.91 mmol) in tetrahydrofuran (3 ml) wa... Isolated yield 80.0%. Procedure details: A solution of 200 mg of 1-(SR)-(3,5-bis(trifluoromethyl)phenyl)methoxy-2-(SR)-phenyl-3-(RS)-(benzyloxycarbonylamino)cyclopentane prepared in Example 4, Step B in 5 mL of methanol was hydrogenated over 50 mg of 10% Pd/C for 2 hours. The reaction was filtered and concentrated. The residue was purified on a 1 mm preparative silica gel plate eluted with 10% MeOH in ethyl acetate to obtain 120 mg of title compound. Mass spec (NH3/CI): 404 (M+1). As a reaction SMILES: [F:1][C:2]([F:38])([F:37])[C:3]1[CH:4]=[C:5]([CH2:13][O:14][CH:15]2[CH2:19][CH2:18][CH:17]([NH:20]C(OCC3C=CC=CC=3)=O)[CH:16]2[C:31]2[CH:36]=[CH:35][CH:34]=[CH:33][CH:32]=2)[CH:6]=[C:7]([C:9]([F:12])([F:11])[F:10])[CH:8]=1>CO.[Pd]>[F:1][C:2]([F:37])([F:38])[C:3]1[CH:4]=[C:5]([CH2:13][O:14][CH:15]2[CH2:19][CH2:18][CH:17]([NH2:20])[CH:16]2[C:31]2[CH:36]=[CH:35][CH:34]=[CH:33][CH:32]=2)[CH:6]=[C:7]([C:9]([F:12])([F:11])[F:10])[CH:8]=1. Starting materials: FC(C=1C=C(C=C(C1)C(F)(F)F)COC1C(C(CC1)NC(=O)OCC1=CC=CC=C1)C1=CC=CC=C1)(F)F (1-(SR)-(3,5-Bis(trifluoromethyl)phenyl)methoxy-2-(SR)-phenyl-3-(RS)-(benzyloxycarbonylamino)cyclopentane). The reagents and catalysts are [Pd] (Pd/C). Yields the product FC(C=1C=C(C=C(C1)C(F)(F)F)COC1C(C(CC1)N)C1=CC=CC=C1)(F)F (1-(SR)-(3,5-Bis(trifluoromethyl)phenyl)methoxy-2-(SR)-phenyl-3-(RS)-aminocyclopentane). The solvent is CO (methanol).